From a dataset of the Open Reaction Database (ORD), a public repository of structured organic reaction records. describe an organic reaction: reactants, conditions, products, and yield Starting materials: Cl (hydrochloric acid), CC1=C(C(=C(C=C1C)C)C)O (2,3,5,6-tetramethylphenol), OO (hydrogen peroxide). Reagents/catalysts: catalyst. Run in O (water), C(C)(=O)O (acetic acid), CCOCC (ether), O (water). The product is CC1=C(C(C(=C(C1=O)C)C)=O)C (tetramethylbenzoquinone). Yield: 55.0%. As a reaction SMILES: Cl.[CH3:2][C:3]1[C:8]([CH3:9])=[CH:7][C:6]([CH3:10])=[C:5]([CH3:11])[C:4]=1[OH:12].[OH:13]O>CCOCC.O.C(O)(=O)C>[CH3:11][C:5]1[C:4](=[O:12])[C:3]([CH3:2])=[C:8]([CH3:9])[C:7](=[O:13])[C:6]=1[CH3:10]. Reported procedure: To 30 mg of the catalyst prepared in the same manner as in Example 19, 100 mg of water was added and stirred, and then 5 ml of an acetic acid solution containing 1% of hydrochloric acid was added. While cooling the mixture with water, 500 mg of 2,3,5,6-tetramethylphenol and 1 g of a 31% hydrogen peroxide aqueous solution were added, and the mixture was stirred for 2.5 hours. After the completion of the reaction, the mixture was diluted with ether, and the catalyst was filtered and washed success... Reactants: C(C)(C)(C)C1=CC=C(C=C1)S(=O)(=O)NC1=NC(=NC(=C1OC1=C(C=CC=C1)OC)OCCN)C1CC1 (4-tert.-butyl-N-[6-(2-aminoethoxy)-5-(o-methoxyphenoxy)-2-cyclopropyl-pyrimidin-4-yl]-benzene-sulfonamide), C(C)S(=O)(=O)Cl (ethanesulfonylchloride). The product is C(C)(C)(C)C1=CC=C(C=C1)S(=O)(=O)NC1=NC(=NC(=C1OC1=C(C=CC=C1)OC)OCCNS(=O)(=O)CC)C1CC1 (4-tert.-butyl-N-[6-(2-ethanesulfonylamino-ethoxy)-5-(o-methoxyphenoxy)-2-cyclopropyl-pyrimidin-4-yl]-benzene-sulfonamide). Reaction SMILES: [C:1]([C:5]1[CH:10]=[CH:9][C:8]([S:11]([NH:14][C:15]2[C:20]([O:21][C:22]3[CH:27]=[CH:26][CH:25]=[CH:24][C:23]=3[O:28][CH3:29])=[C:19]([O:30][CH2:31][CH2:32][NH2:33])[N:18]=[C:17]([CH:34]3[CH2:36][CH2:35]3)[N:16]=2)(=[O:13])=[O:12])=[CH:7][CH:6]=1)([CH3:4])([CH3:3])[CH3:2].[CH2:37]([S:39](Cl)(=[O:41])=[O:40])[CH3:38]>>[C:1]([C:5]1[CH:6]=[CH:7][C:8]([S:11]([NH:14][C:15]2[C:20]([O:21][C:22]3[CH:27]=[CH:26][CH:25]=[CH:24][C:23]=3[O:28][CH3:29])=[C:19]([O:30][CH2:31][CH2:32][NH:33][S:39]([CH2:37][CH3:38])(=[O:41])=[O:40])[N:18]=[C:17]([CH:34]3[CH2:36][CH2:35]3)[N:16]=2)(=[O:12])=[O:13])=[CH:9][CH:10]=1)([CH3:4])([CH3:2])[CH3:3]. Reported procedure: According to Example 40) 256 mg 4-tert.-butyl-N-[6-(2-aminoethoxy)-5-(o-methoxyphenoxy)-2-cyclopropyl-pyrimidin-4-yl]-benzene-sulfonamide was reacted with ethanesulfonylchloride to give 120 mg 4-tert.-butyl-N-[6-(2-ethanesulfonylamino-ethoxy)-5-(o-methoxyphenoxy)-2-cyclopropyl-pyrimidin-4-yl]-benzene-sulfonamide. LC-MS: tR=5.79 min. [M−1]−=603.90.